Dataset: the Open Reaction Database (ORD), a public repository of structured organic reaction records. Task: describe an organic reaction: reactants, conditions, products, and yield The reactants are C(C)NC(NC1=CC=C(C=N1)C=1C=C2C(C(=CN(C2=CC1)CCOC)C(=O)OCC)=O)=O (Ethyl 6-(6-(3-ethylureido)pyridin-3-yl)-1-(2-methoxyethyl)-4-oxo-1,4-dihydroquinoline-3-carboxylate), [OH-].[Na+] (sodium hydroxide), C(C)O (Ethanol). Solvent: O1CCCC1 (tetrahydrofuran). Run at temperature 60 celsius, time 2 hour. The product is C(C)NC(NC1=CC=C(C=N1)C=1C=C2C(C(=CN(C2=CC1)CCOC)C(=O)O)=O)=O (6-(6-(3-Ethylureido)pyridin-3-yl)-1-(2-methoxyethyl)-4-oxo-1,4-dihydroquinoline-3-carboxylic acid). As a reaction SMILES: [CH2:1]([NH:3][C:4](=[O:32])[NH:5][C:6]1[N:11]=[CH:10][C:9]([C:12]2[CH:13]=[C:14]3[C:19](=[CH:20][CH:21]=2)[N:18]([CH2:22][CH2:23][O:24][CH3:25])[CH:17]=[C:16]([C:26]([O:28]CC)=[O:27])[C:15]3=[O:31])=[CH:8][CH:7]=1)[CH3:2].[OH-].[Na+].C(O)C>O1CCCC1>[CH2:1]([NH:3][C:4](=[O:32])[NH:5][C:6]1[N:11]=[CH:10][C:9]([C:12]2[CH:13]=[C:14]3[C:19](=[CH:20][CH:21]=2)[N:18]([CH2:22][CH2:23][O:24][CH3:25])[CH:17]=[C:16]([C:26]([OH:28])=[O:27])[C:15]3=[O:31])=[CH:8][CH:7]=1)[CH3:2] |f:1.2|. Procedure: A suspension of ethyl 6-(6-(3-ethylureido)pyridin-3-yl)-1-(2-methoxyethyl)-4-oxo-1,4-dihydroquinoline-3-carboxylate (Example 42, 59 mg, 0.13 mmol) and sodium hydroxide (0.202 mL, 0.40 mmol) in tetrahydrofuran (1 mL) was heated to 60° C. After 2 h, the reaction was not yet complete. Ethanol (2 mL) was added and the reaction was heated for another 1 h, then cooled to room temperature and concentrated under reduced pressure. The resulting solid was dissolved in water and acidified to pH 4 with 10% ... The reactants are C[N+](C(OC(C)(C)C)=O)(C1=NC=CC=C1)[O-] (tert-butyl methyl(2-pyridyl)carbamate N-oxide), C[Si](C)(C)C#N (trimethylsilyl cyanide), CN(C(=O)Cl)C (N,N-dimethylcarbamoyl chloride), [N+](=O)([O-])CC (nitroethane). Conditions: time 48 hour. Yields the product C(#N)C1=CC=CC(=N1)CNC(OC(C)(C)C)=O (tert-Butyl 6-cyano-2-pyridylmethylcarbamate). Isolated yield 77.0%. RXN SMILES: C[N+:2]([O-])([C:10]1[CH:15]=[CH:14][CH:13]=[CH:12]N=1)[C:3](=[O:9])[O:4][C:5]([CH3:8])([CH3:7])[CH3:6].C[Si](C#[N:22])(C)C.CN(C)C(Cl)=O.[N+:29]([CH2:32][CH3:33])([O-])=O>>[C:32]([C:33]1[N:22]=[C:15]([CH2:10][NH:2][C:3](=[O:9])[O:4][C:5]([CH3:8])([CH3:7])[CH3:6])[CH:14]=[CH:13][CH:12]=1)#[N:29]. Procedure details: A mixture of tert-butyl methyl(2-pyridyl)carbamate N-oxide (14.1 g, 63 mmol), trimethylsilyl cyanide (12.5 g, 126 mmol), N,N-dimethylcarbamoyl chloride (13.5 g, 125 mmol) and nitroethane (120 ml) was stirred at room temperature for 48 hrs. The reaction mixture was concentrated under reduced pressure. The residue was subjected to a silica gel column chromatography, eluted with hexane-ethyl acetate (10:1, v/v) and recrystallized from ethyl acetate-hexane to give the titled compound (11.3 g, 77%). Reactants: C(C)(=O)NCCN (N-Acetylethylenediamine), CC1CC(C(C2=CC=CC=C12)=O)CC=O (1,2,3,4-tetrahydro-4-methyl-1-oxo-2-naphthaleneacetaldehyde). Solvent: C(Cl)Cl (methylene chloride), C(Cl)Cl (methylene chloride). Yields the product CC1CC=2C=CN(C2C2=C1C=CC=C2)CCNC(C)=O (N-[2-(4,5-dihydro-5-methyl-1H-benzo[g]indol-1-yl)ethyl]acetamide). Yield: 72.2%. As a reaction SMILES: [C:1]([NH:4][CH2:5][CH2:6][NH2:7])(=[O:3])[CH3:2].[CH3:8][CH:9]1[C:18]2[C:13](=[CH:14][CH:15]=[CH:16][CH:17]=2)[C:12](=O)[CH:11]([CH2:20][CH:21]=O)[CH2:10]1>C(Cl)Cl>[CH3:8][CH:9]1[C:18]2[CH:17]=[CH:16][CH:15]=[CH:14][C:13]=2[C:12]2[N:7]([CH2:6][CH2:5][NH:4][C:1](=[O:3])[CH3:2])[CH:21]=[CH:20][C:11]=2[CH2:10]1. Procedure: N-Acetylethylenediamine (8.1 g) was dissolved in 150 ml of methylene chloride under argon, treated in succession with 140 g of molecular sieve 4 Å and a solution of 14.5 g of 1,2,3,4-tetrahydro-4-methyl-1-oxo-2-naphthaleneacetaldehyde in 100 ml of methylene chloride and heated to reflux for 18 hours while stirring. The reaction mixture was cooled, filtered over a Celite® pad and the filtrate was freed from solvent. The crude product, 19.4 g of dark brown oil, was chromatographed on 300 g of sili...